Dataset: the Open Reaction Database (ORD), a public repository of structured organic reaction records. Task: describe an organic reaction: reactants, conditions, products, and yield Reactants: NC1=CC=C(C=N1)N1C(CN2CCC1CC2)=O (4-(6-aminopyridin-3-yl)-1,4-diazabicyclo[3.2.2]nonan-3-one), ClC=1N=CC2=C(N1)N(C(=C2)C(=O)N(C)C)C2CCCC2 (2-chloro-7-cyclopentyl-N,N-dimethyl-7H-pyrrolo[2,3-d]pyrimidine-6-carboxamide). Yields the product C1(CCCC1)N1C(=CC2=C1N=C(N=C2)NC2=NC=C(C=C2)N2C(CN1CCC2CC1)=O)C(=O)N(C)C (7-cyclopentyl-N,N-dimethyl-2-(5-(3-oxo-1,4-diazabicyclo[3.2.2]nonan-4-yl)pyridin-2-ylamino)-7H-pyrrolo[2,3-d]pyrimidine-6-carboxamide). Yield: 86.0%. As a reaction SMILES: [NH2:1][C:2]1[N:7]=[CH:6][C:5]([N:8]2[CH:14]3[CH2:15][CH2:16][N:11]([CH2:12][CH2:13]3)[CH2:10][C:9]2=[O:17])=[CH:4][CH:3]=1.Cl[C:19]1[N:20]=[CH:21][C:22]2[CH:27]=[C:26]([C:28]([N:30]([CH3:32])[CH3:31])=[O:29])[N:25]([CH:33]3[CH2:37][CH2:36][CH2:35][CH2:34]3)[C:23]=2[N:24]=1>>[CH:33]1([N:25]2[C:23]3[N:24]=[C:19]([NH:1][C:2]4[CH:3]=[CH:4][C:5]([N:8]5[CH:14]6[CH2:15][CH2:16][N:11]([CH2:12][CH2:13]6)[CH2:10][C:9]5=[O:17])=[CH:6][N:7]=4)[N:20]=[CH:21][C:22]=3[CH:27]=[C:26]2[C:28]([N:30]([CH3:32])[CH3:31])=[O:29])[CH2:34][CH2:35][CH2:36][CH2:37]1. Procedure details: Following general N—C coupling procedure 1, 4-(6-aminopyridin-3-yl)-1,4-diazabicyclo[3.2.2]nonan-3-one was combined with 2-chloro-7-cyclopentyl-N,N-dimethyl-7H-pyrrolo[2,3-d]pyrimidine-6-carboxamide and gave 7-cyclopentyl-N,N-dimethyl-2-(5-(3-oxo-1,4-diazabicyclo[3.2.2]nonan-4-yl)pyridin-2-ylamino)-7H-pyrrolo[2,3-d]pyrimidine-6-carboxamide, 99 mg in 86% yield. 1H NMR (400 MHz, CDCl3) δ ppm 8.74 (s, 1H), 8.55 (d, J=9.09 Hz, 1H), 8.16 (d, J=2.02 Hz, 1H), 8.09 (s, 1H), 7.55 (dd, J1=9.09 Hz, J2=2.53...